From a dataset of the Open Reaction Database (ORD), a public repository of structured organic reaction records. describe an organic reaction: reactants, conditions, products, and yield Run in ClCCl (dichloromethane), ClCCl (dichloromethane). Procedure: To a solution of 29.15 g (0.0587 mol) of 2-bromo-1-{4-[4-(2-bromo-2-methyl-propionyl)-phenoxy]-phenyl}-2-ethyl-butane-1-one dissolved in 60 ml of dichloromethane, 16.88 g (0.211 mol) of 50% NaOH and 291.5 mg of 50% BTEAC were added. The reaction was refluxed for 3 h, adding every 30′, 291.5 mg of BTEAC, then diluted with water and dichloromethane. Yields the product C(C)C(C(=O)C1=CC=C(C=C1)OC1=CC=C(C=C1)C(C(C)(C)O)=O)(CC)O (2-ethyl-2-hydroxy-1-{4-[4-(2-hydroxy-2-methyl-propionyl)-phenoxy]-phenyl}-butane-1-one). Reaction SMILES: Br[C:2]([CH2:26][CH3:27])([CH2:24][CH3:25])[C:3]([C:5]1[CH:10]=[CH:9][C:8]([O:11][C:12]2[CH:17]=[CH:16][C:15]([C:18](=[O:23])[C:19](Br)([CH3:21])[CH3:20])=[CH:14][CH:13]=2)=[CH:7][CH:6]=1)=[O:4].[OH-:28].[Na+].[OH2:30]>ClCCl.CC[N+](CC1C=CC=CC=1)(CC)CC.[Cl-]>[CH2:24]([C:2]([OH:30])([CH2:26][CH3:27])[C:3]([C:5]1[CH:10]=[CH:9][C:8]([O:11][C:12]2[CH:17]=[CH:16][C:15]([C:18](=[O:23])[C:19]([OH:28])([CH3:21])[CH3:20])=[CH:14][CH:13]=2)=[CH:7][CH:6]=1)=[O:4])[CH3:25] |f:1.2,5.6|. Reagents/catalysts: CC[N+](CC)(CC)CC1=CC=CC=C1.[Cl-] (BTEAC), CC[N+](CC)(CC)CC1=CC=CC=C1.[Cl-] (BTEAC). The reactants are O (water), [OH-].[Na+] (NaOH), BrC(C(=O)C1=CC=C(C=C1)OC1=CC=C(C=C1)C(C(C)(C)Br)=O)(CC)CC (2-bromo-1-{4-[4-(2-bromo-2-methyl-propionyl)-phenoxy]-phenyl}-2-ethyl-butane-1-one).